This data is from the Open Reaction Database (ORD), a public repository of structured organic reaction records. The task is: describe an organic reaction: reactants, conditions, products, and yield The reactants are COC=1C(=C2C=CC=C(C2=CC1)C#N)C(F)(F)F (6-methoxy-5-trifluoromethyl-1-cyanonaphthalene), [OH-].[K+] (potassium hydroxide), CO (methanol). Run in 20/5, O (water). Reaction conditions: temperature 130 celsius, time 5.5 hour. Product: COC=1C(=C2C=CC=C(C2=CC1)C(=O)O)C(F)(F)F (6-methoxy-5-trifluoromethyl-1-naphthoic acid). The yield is 100.0%. Reaction SMILES: [CH3:1][O:2][C:3]1[C:4]([C:15]([F:18])([F:17])[F:16])=[C:5]2[C:10](=[CH:11][CH:12]=1)[C:9]([C:13]#N)=[CH:8][CH:7]=[CH:6]2.[OH-:19].[K+].C[OH:22]>O>[CH3:1][O:2][C:3]1[C:4]([C:15]([F:18])([F:17])[F:16])=[C:5]2[C:10](=[CH:11][CH:12]=1)[C:9]([C:13]([OH:22])=[O:19])=[CH:8][CH:7]=[CH:6]2 |f:1.2|. Procedure: A solution of 0.5 g of 6-methoxy-5-trifluoromethyl-1-cyanonaphthalene and 0.6 g of potassium hydroxide in 25 ml of a 20/5 mixture of methanol and water was charged into an autoclave, heated to 130° C. and stirred for 5-6 hours at an internal pressure of 90-100 psi. The reaction mixture was then cooled and worked up to provide a 98% recovered yield of 100% pure 6-methoxy-5-trifluoromethyl-1-naphthoic acid. The reactants are O (water), FC1=CC=C(C=C1)[N+](=O)[O-] (4-Fluoronitrobenzene), CN(C(C)=O)C1CNCC1 (N-methyl-N-pyrrolidin-3-ylacetamide), C([O-])([O-])=O.[Cs+].[Cs+] (cesium carbonate). The solvent is CN(C)C=O (DMF). Run at time 2 hour. The product is CN(C(C)=O)C1CN(CC1)C1=CC=C(C=C1)[N+](=O)[O-] (N-Methyl-N-[1-(4-nitrophenyl)pyrrolidin-3-yl]acetamide). As a reaction SMILES: F[C:2]1[CH:7]=[CH:6][C:5]([N+:8]([O-:10])=[O:9])=[CH:4][CH:3]=1.[CH3:11][N:12]([CH:16]1[CH2:20][CH2:19][NH:18][CH2:17]1)[C:13](=[O:15])[CH3:14].C(=O)([O-])[O-].[Cs+].[Cs+].O>CN(C=O)C>[CH3:11][N:12]([CH:16]1[CH2:20][CH2:19][N:18]([C:2]2[CH:7]=[CH:6][C:5]([N+:8]([O-:10])=[O:9])=[CH:4][CH:3]=2)[CH2:17]1)[C:13](=[O:15])[CH3:14] |f:2.3.4|. Reported procedure: 4-Fluoronitrobenzene (25.0 g) was slowly added to a suspension of N-methyl-N-pyrrolidin-3-ylacetamide (25.2 g) and cesium carbonate (57.6 g) in DMF (300 ml). After 2 hours, the reaction mixture was poured into water, and the resultant precipitate was filtered off with suction. Alternatively, the product can also be extracted with ethyl acetate and purified by chromatography after concentration. This results in the product with the molecular weight of 263.30 (C13H17N3O3): MS (ESI): 264 (M+H+). Starting materials: C(CCC)[Sn](C1=NC=CC=C1)(CCCC)CCCC (2-tributylstannylpyridine), C(C)OC(=O)N1[C@@H](C[C@@H](C2=NC(=CC=C12)OC)NC1=NC=C(C(=N1)CC1=CC(=CC(=C1)C(F)(F)F)C(F)(F)F)I)CC ((2R,4S)-4-{[3,5-Bis(trifluoromethyl)benzyl]-(5-iodopyrimidin-2-yl)}amino-2-ethyl-6-methoxy-3,4-dihydro-2H-[1,5]naphthyridine-1-carboxylic acid ethyl ester), [F-].[K+] (potassium fluoride). The reagents and catalysts are C=1C=CC(=CC1)[P](C=2C=CC=CC2)(C=3C=CC=CC3)[Pd]([P](C=4C=CC=CC4)(C=5C=CC=CC5)C=6C=CC=CC6)([P](C=7C=CC=CC7)(C=8C=CC=CC8)C=9C=CC=CC9)[P](C=1C=CC=CC1)(C=1C=CC=CC1)C=1C=CC=CC1 (tetrakis(triphenylphosphine)palladium). Solvent: C1(=CC=CC=C1)C (toluene). Conditions: temperature 100 celsius, time 8 hour. Yields the product C(C)OC(=O)N1[C@@H](C[C@@H](C2=NC(=CC=C12)OC)NC1=NC=C(C(=N1)CC1=CC(=CC(=C1)C(F)(F)F)C(F)(F)F)C1=NC=CC=C1)CC ((2R,4S)-4-{[3,5-bis(trifluoromethyl)benzyl]-[5-(pyridin-2-yl)pyrimidin-2-yl]}amino-2-ethyl-6-methoxy-3,4-dihydro-2H-[1,5]naphthyridine-1-carboxylic acid ethyl ester). Reaction SMILES: [CH2:1]([O:3][C:4]([N:6]1[C:15]2[C:10](=[N:11][C:12]([O:16][CH3:17])=[CH:13][CH:14]=2)[C@@H:9]([NH:18][C:19]2[N:24]=[C:23]([CH2:25][C:26]3[CH:31]=[C:30]([C:32]([F:35])([F:34])[F:33])[CH:29]=[C:28]([C:36]([F:39])([F:38])[F:37])[CH:27]=3)[C:22](I)=[CH:21][N:20]=2)[CH2:8][C@H:7]1[CH2:41][CH3:42])=[O:5])[CH3:2].C([Sn](CCCC)(CCCC)[C:48]1[CH:53]=[CH:52][CH:51]=[CH:50][N:49]=1)CCC.[F-].[K+]>C1(C)C=CC=CC=1.C1C=CC([P]([Pd]([P](C2C=CC=CC=2)(C2C=CC=CC=2)C2C=CC=CC=2)([P](C2C=CC=CC=2)(C2C=CC=CC=2)C2C=CC=CC=2)[P](C2C=CC=CC=2)(C2C=CC=CC=2)C2C=CC=CC=2)(C2C=CC=CC=2)C2C=CC=CC=2)=CC=1>[CH2:1]([O:3][C:4]([N:6]1[C:15]2[C:10](=[N:11][C:12]([O:16][CH3:17])=[CH:13][CH:14]=2)[C@@H:9]([NH:18][C:19]2[N:24]=[C:23]([CH2:25][C:26]3[CH:31]=[C:30]([C:32]([F:35])([F:34])[F:33])[CH:29]=[C:28]([C:36]([F:39])([F:38])[F:37])[CH:27]=3)[C:22]([C:48]3[CH:53]=[CH:52][CH:51]=[CH:50][N:49]=3)=[CH:21][N:20]=2)[CH2:8][C@H:7]1[CH2:41][CH3:42])=[O:5])[CH3:2] |f:2.3,^1:74,76,95,114|. Reported procedure: (2R,4S)-4-{[3,5-Bis(trifluoromethyl)benzyl]-(5-iodopyrimidin-2-yl)}amino-2-ethyl-6-methoxy-3,4-dihydro-2H-[1,5]naphthyridine-1-carboxylic acid ethyl ester (200 mg) is dissolved in toluene (2 ml), then thereto are added 2-tributylstannylpyridine (105 μl) and tetrakis(triphenylphosphine)palladium (16 mg), and the mixture is stirred at 100° C. under nitrogen flow overnight. After allowing to cool to room temperature, 10% aqueous potassium fluoride solution is added to the reaction mixture, followed... The reactants are OC12CC3(CC(CC(C1)(C3)O)C2)C(=O)O (3,5-dihydroxy-1-adamantanecarboxylic acid), C(CCC)O (n-butanol), S(O)(O)(=O)=O (sulfuric acid), [Cl-].[Na+] (sodium chloride), [OH-].[Na+] (sodium hydroxide), resultant mixture. Reaction conditions: temperature 100 celsius, time 8 hour. Yields the product OC12CC3(CC(CC(C1)(C3)O)C2)C(=O)OCCCC (n-butyl 3,5-dihydroxy-1-adamantanecarboxylate), OC12CC3(CC(CC(C1)(C3)O)C2)C(=O)O (3,5-dihydroxy-1-adamantanecarboxylic acid). Reaction SMILES: [OH:1][C:2]12[CH2:12][CH:6]3[CH2:7][C:8]([OH:11])([CH2:10][C:4]([C:13]([OH:15])=[O:14])([CH2:5]3)[CH2:3]1)[CH2:9]2.[CH2:16](O)[CH2:17][CH2:18][CH3:19].S(=O)(=O)(O)O.[Cl-].[Na+].[OH-].[Na+]>>[OH:11][C:8]12[CH2:7][CH:6]3[CH2:12][C:2]([OH:1])([CH2:3][C:4]([C:13]([O:15][CH2:16][CH2:17][CH2:18][CH3:19])=[O:14])([CH2:5]3)[CH2:10]1)[CH2:9]2.[OH:11][C:8]12[CH2:7][CH:6]3[CH2:12][C:2]([OH:1])([CH2:3][C:4]([C:13]([OH:15])=[O:14])([CH2:5]3)[CH2:10]1)[CH2:9]2 |f:3.4,5.6|. Procedure: A mixture of 0.14 mol of the obtained 3,5-dihydroxy-1-adamantanecarboxylic acid, 1.4 mol of n-butanol and 3.5 mmol of sulfuric acid was stirred at 100° C. for 8 hours. To the reaction mixture were added a saturated sodium chloride aqueous solution and a 5% sodium hydroxide aqueous solution (NaOH: 3.5 mmol), and the resultant mixture was subjected to separation. The organic layer was concentrated, and the concentrated residue was subjected to recrystallization from toluene to give n-butyl 3,5-dih...